This data is from the Open Reaction Database (ORD), a public repository of structured organic reaction records. The task is: describe an organic reaction: reactants, conditions, products, and yield Reaction conditions: time 2.5 hour. The reactants are C(C)(C)(C)OC(C1=CC(=C(C=C1)C)[N+](=O)[O-])=O (4-methyl-3-nitro-benzoic acid tert-butyl ester), C=O (paraformaldehyde), CC(C)(C)[O-].[K+] (t-BuOK). As a reaction SMILES: [C:1]([O:5][C:6](=[O:17])[C:7]1[CH:12]=[CH:11][C:10]([CH3:13])=[C:9]([N+:14]([O-:16])=[O:15])[CH:8]=1)([CH3:4])([CH3:3])[CH3:2].C=O.C[C:21]([O-:24])(C)C.[K+]>CS(C)=O>[C:1]([O:5][C:6](=[O:17])[C:7]1[CH:12]=[CH:11][C:10]([CH2:13][CH2:21][OH:24])=[C:9]([N+:14]([O-:16])=[O:15])[CH:8]=1)([CH3:4])([CH3:2])[CH3:3] |f:2.3|. Solvent: CS(=O)C (DMSO). Procedure: A solution of 4-methyl-3-nitro-benzoic acid tert-butyl ester (8.66 g, 36.5 mmol) in anhydrous DMSO (135 mL) was treated with paraformaldehyde (1.32 g, 44.0 mmol, 1.2 eq.) followed by t-BuOK (0.32 g, 2.7 mmol, 0.074 eq.). The mixture was stirred at room temperature for 2.5 h and quenched with aqueous NH4Cl (250 mL). The mixture was extracted with ethyl acetate (3×50 mL) and the combined organic layers were washed with brine and water, and then dried (Na2SO4) and concentrated. Silica gel chromatog... Product: C(C)(C)(C)OC(C1=CC(=C(C=C1)CCO)[N+](=O)[O-])=O (4-(2-hydroxy-ethyl)-3-nitro-benzoic acid tert-butyl ester). The yield is 665.1%.